Dataset: the Open Reaction Database (ORD), a public repository of structured organic reaction records. Task: describe an organic reaction: reactants, conditions, products, and yield Reactants: OC1CN(CC1)C(=O)N1CC(CC(C1)C1=CC=C(C=C1)OC(F)(F)F)C(=O)OC (Methyl 1-[(3-hydroxypyrrolidin-1-yl)carbonyl]-5-[4-(trifluoromethoxy)phenyl]piperidine-3-carboxylate), CC(C)([O-])C.[K+] (potassium tert-butoxide). Yields the product OC1CN(CC1)C(=O)N1CC(CC(C1)C1=CC=C(C=C1)OC(F)(F)F)C(=O)O (1-[(3-Hydroxypyrrolidin-1-yl)carbonyl]-5-[4-(trifluoromethoxy)phenyl]piperidine-3-carboxylic acid). As a reaction SMILES: [OH:1][CH:2]1[CH2:6][CH2:5][N:4]([C:7]([N:9]2[CH2:14][CH:13]([C:15]3[CH:20]=[CH:19][C:18]([O:21][C:22]([F:25])([F:24])[F:23])=[CH:17][CH:16]=3)[CH2:12][CH:11]([C:26]([O:28]C)=[O:27])[CH2:10]2)=[O:8])[CH2:3]1.CC(C)([O-])C.[K+]>>[OH:1][CH:2]1[CH2:6][CH2:5][N:4]([C:7]([N:9]2[CH2:14][CH:13]([C:15]3[CH:16]=[CH:17][C:18]([O:21][C:22]([F:23])([F:25])[F:24])=[CH:19][CH:20]=3)[CH2:12][CH:11]([C:26]([OH:28])=[O:27])[CH2:10]2)=[O:8])[CH2:3]1 |f:1.2|. Procedure details: 26.05 g (16.06 mmol) of the compound from Example 111A were reacted with 26.05 g (160.6 mmol) of potassium tert-butoxide according to the General Method 9A. Yield: 5.9 g (91% of theory). Starting materials: FC1=CC2=C(C(=NO2)C2=CC=C(C=C2)OC[C@@H]2OC2)C=C1 ((R)-6-fluoro-3-(4-oxiranylmethoxy-phenyl)-benzo[d]isoxazole), FC=1C=C(CN)C=CC1F (3,4-difluorobenzylamine). Solvent: C(C)O (ethanol). Yields the product FC=1C=C(CNC[C@H](COC2=CC=C(C=C2)C2=NOC3=C2C=CC(=C3)F)O)C=CC1F ((R)-1-(3,4-difluoro-benzylamino)-3-[4-(6-fluoro-benzo[d]isoxazol-3-yl)-phenoxy]-propan-2-ol). RXN SMILES: [F:1][C:2]1[CH:21]=[CH:20][C:5]2[C:6]([C:9]3[CH:14]=[CH:13][C:12]([O:15][CH2:16][C@H:17]4[CH2:19][O:18]4)=[CH:11][CH:10]=3)=[N:7][O:8][C:4]=2[CH:3]=1.[F:22][C:23]1[CH:24]=[C:25]([CH:28]=[CH:29][C:30]=1[F:31])[CH2:26][NH2:27]>C(O)C>[F:22][C:23]1[CH:24]=[C:25]([CH:28]=[CH:29][C:30]=1[F:31])[CH2:26][NH:27][CH2:19][C@@H:17]([OH:18])[CH2:16][O:15][C:12]1[CH:11]=[CH:10][C:9]([C:6]2[C:5]3[CH:20]=[CH:21][C:2]([F:1])=[CH:3][C:4]=3[O:8][N:7]=2)=[CH:14][CH:13]=1. Reported procedure: The title compound is prepared from (R)-6-fluoro-3-(4-oxiranylmethoxy-phenyl)-benzo[d]isoxazole, 3,4-difluorobenzylamine, and ethanol essentially as described above in Example 112. Purity by LC/MS=97%, [M+H]+=429. Reactants: COC(=O)Cn1c(-c2ccccc2)nnc1C12CC3CC(CC(C3)C1)C2, CO, [Na+], [OH-]. Product: O=C(O)Cn1c(-c2ccccc2)nnc1C12CC3CC(CC(C3)C1)C2. Reaction SMILES: [C:1]12([c:11]3[n:12][n:13][c:14](-[c:21]4[cH:22][cH:23][cH:24][cH:25][cH:26]4)[n:15]3[CH2:16][C:17](=[O:18])[O:19][CH3:20])[CH2:2][CH:3]3[CH2:4][CH:5]([CH2:6][CH:7]([CH2:8]1)[CH2:9]3)[CH2:10]2.[CH3:29][OH:30].[Na+:28].[OH-:27]>>[C:1]12([c:11]3[n:12][n:13][c:14](-[c:21]4[cH:22][cH:23][cH:24][cH:25][cH:26]4)[n:15]3[CH2:16][C:17](=[O:18])[OH:19])[CH2:2][CH:3]3[CH2:4][CH:5]([CH2:6][CH:7]([CH2:8]1)[CH2:9]3)[CH2:10]2. Reactants: C(O)([O-])=O.[Na+] (sodium hydrogen carbonate), C=O (formaldehyde), C(#N)[BH3-].[Na+] (sodium cyanoborohydride), FC=1C=CC\2=C(OCC3=C(/C2=C(\C#N)/C)C=CC(=C3)CN3C(=NC2=C3C=CC=C2)CNC)C1 ((E)-2-[3-fluoro-8-({2-[(methylamino)methyl]-1H-benzo[d]imidazol-1-yl}methyl)dibenzo[b,e]oxepin-11(6H)-ylidene]propanenitrile). The solvent is C(C)#N (acetonitrile). Run at time 6 hour. Product: CN(C)CC1=NC2=C(N1CC1=CC3=C(/C(/C4=C(OC3)C=C(C=C4)F)=C(\C#N)/C)C=C1)C=CC=C2 ((E)-2-[8-({2-[(dimethylamino)methyl]-1H-benzo[d]imidazol-1-yl}methyl)-3-fluorodibenzo[b,e]oxepin-11(6H)-ylidene]propanenitrile). Isolated yield 100.1%. Reaction SMILES: [F:1][C:2]1[CH:3]=[CH:4][C:5]2=[C:6]([CH:33]=1)[O:7][CH2:8][C:9]1[CH:19]=[C:18]([CH2:20][N:21]3[C:25]4[CH:26]=[CH:27][CH:28]=[CH:29][C:24]=4[N:23]=[C:22]3[CH2:30][NH:31][CH3:32])[CH:17]=[CH:16][C:10]=1/[C:11]/2=[C:12](/[CH3:15])\[C:13]#[N:14].C=O.[C:36]([BH3-])#N.[Na+].C(=O)([O-])O.[Na+]>C(#N)C>[CH3:32][N:31]([CH2:30][C:22]1[N:21]([CH2:20][C:18]2[CH:17]=[CH:16][C:10]3/[C:11](=[C:12](/[CH3:15])\[C:13]#[N:14])/[C:5]4[CH:4]=[CH:3][C:2]([F:1])=[CH:33][C:6]=4[O:7][CH2:8][C:9]=3[CH:19]=2)[C:25]2[CH:26]=[CH:27][CH:28]=[CH:29][C:24]=2[N:23]=1)[CH3:36] |f:2.3,4.5|. Procedure details: [step 5] (E)-2-[3-fluoro-8-({2-[(methylamino)methyl]-1H-benzo[d]imidazol-1-yl}methyl)dibenzo[b,e]oxepin-11(6H)-ylidene]propanenitrile (215 mg, 0.49 mmol) obtained in step 4 was dissolved in acetonitrile (9.8 mL), formaldehyde (0.26 mL, 3.43 mmol) and sodium cyanoborohydride (62 mg, 0.98 mmol) were added, and the mixture was stirred at room temperature for 6 hr. To the mixture was added saturated aqueous sodium hydrogen carbonate, and the mixture was extracted 3 times with chloroform. The combine... Reactants: BrC=1C=C(C(=O)O)C=CC1 (3-bromobenzoic acid), C(CCl)Cl (EDC), N[C@H]1CNCC1 ((3R)-(+)-3-aminopyrrolidine). The solvent is C(C)#N (acetonitrile), C(C)#N (acetonitrile). Conditions: time 2 hour. Product: BrC=1C=C(C(=O)NC2CNCC2)C=CC1 (3-bromo-N-pyrrolidin-3-yl-benzamide). Isolated yield 37.2%. Reaction SMILES: [Br:1][C:2]1[CH:3]=[C:4]([CH:8]=[CH:9][CH:10]=1)[C:5]([OH:7])=O.C(Cl)CCl.[NH2:15][C@@H:16]1[CH2:20][CH2:19][NH:18][CH2:17]1>C(#N)C>[Br:1][C:2]1[CH:3]=[C:4]([CH:8]=[CH:9][CH:10]=1)[C:5]([NH:15][CH:16]1[CH2:20][CH2:19][NH:18][CH2:17]1)=[O:7]. Procedure: A solution of 3-bromobenzoic acid (4.0 g, 20 mmol) and EDC (3.83 g, 20 mmol) in 50 mL acetonitrile was added dropwise to a solution of (3R)-(+)-3-aminopyrrolidine (1.72 g, 20 mmol) in 100 mL acetonitrile. The reaction mixture was stirred at room temperature for 2 h and the solvent was removed. The residue was dissolved in 50 mL CH2Cl2 and washed with brine (50 mL). The organic phase was dried (MgSO4) and the solvent was removed. The crude product was purified by silica gel column chromatography ... The reactants are CCOC(=O)C1CCc2c(sc3ncnc(Nc4cccc(Br)c4)c23)C1, C1CCOC1, CO, [Na+], [OH-]. Product: O=C(O)C1CCc2c(sc3ncnc(Nc4cccc(Br)c4)c23)C1. RXN SMILES: [Br:1][c:2]1[cH:3][c:4]([NH:8][c:9]2[c:10]3[c:11]([n:12][cH:13][n:14]2)[s:15][c:16]2[c:17]3[CH2:18][CH2:19][CH:20]([C:22](=[O:23])[O:24][CH2:25][CH3:26])[CH2:21]2)[cH:5][cH:6][cH:7]1.[CH2:31]1[O:32][CH2:33][CH2:34][CH2:35]1.[CH3:29][OH:30].[Na+:28].[OH-:27]>>[Br:1][c:2]1[cH:3][c:4]([NH:8][c:9]2[c:10]3[c:11]([n:12][cH:13][n:14]2)[s:15][c:16]2[c:17]3[CH2:18][CH2:19][CH:20]([C:22](=[O:23])[OH:24])[CH2:21]2)[cH:5][cH:6][cH:7]1. The reactants are 16, ClC=1C=C(C=CC1C(O)C1=C(C=C(C=C1)Cl)Cl)N1N=CC(NC1=O)=O (2-[3-chloro-4-[(2,4-dichlorophenyl)hydroxymethyl]phenyl]-1,2,4-triazine-3,5(2H,4H)-dione), S(=O)(Cl)Cl (thionyl chloride). Run in ClC(Cl)Cl (trichloromethane). Conditions: time 3 hour. Product: ClC=1C=C(C=CC1C(C1=C(C=C(C=C1)Cl)Cl)Cl)N1N=CC(NC1=O)=O (2-[3-chloro-4-[chloro(2,4-dichlorophenyl)methyl]phenyl]-1,2,4-triazine-3,5(2H,4H)-dione). Reaction SMILES: [Cl:1][C:2]1[CH:3]=[C:4]([N:18]2[C:23](=[O:24])[NH:22][C:21](=[O:25])[CH:20]=[N:19]2)[CH:5]=[CH:6][C:7]=1[CH:8]([C:10]1[CH:15]=[CH:14][C:13]([Cl:16])=[CH:12][C:11]=1[Cl:17])O.S(Cl)([Cl:28])=O>ClC(Cl)Cl>[Cl:1][C:2]1[CH:3]=[C:4]([N:18]2[C:23](=[O:24])[NH:22][C:21](=[O:25])[CH:20]=[N:19]2)[CH:5]=[CH:6][C:7]=1[CH:8]([Cl:28])[C:10]1[CH:15]=[CH:14][C:13]([Cl:16])=[CH:12][C:11]=1[Cl:17]. Procedure details: To a stirred mixture of 16 parts of 2-[3-chloro-4-[(2,4-dichlorophenyl)hydroxymethyl]phenyl]-1,2,4-triazine-3,5(2H,4H)-dione and 150 parts of trichloromethane are added dropwise, during a period of 5 minutes, 16 parts of thionyl chloride. Upon completion, stirring is continued for 3 hours at reflux temperature. The reaction mixture is evaporated in vacuo. Methylbenzene is added and the whole is evaporated again, yielding 2-[3-chloro-4-[chloro(2,4-dichlorophenyl)methyl]phenyl]-1,2,4-triazine-3,5(...